This data is from the Open Reaction Database (ORD), a public repository of structured organic reaction records. The task is: describe an organic reaction: reactants, conditions, products, and yield Starting materials: NCC1CC2CC2N1C(=O)c1nc(N)sc1-c1cccc(F)c1, O=C(O)c1nccc2ccccc12. Yields the product Nc1nc(C(=O)N2C(CNC(=O)c3nccc4ccccc34)CC3CC32)c(-c2cccc(F)c2)s1. Reaction SMILES: [NH2:1][c:2]1[s:3][c:4](-[c:17]2[cH:18][c:19]([F:23])[cH:20][cH:21][cH:22]2)[c:5]([C:7](=[O:8])[N:9]2[CH:10]3[CH2:11][CH:12]3[CH2:13][CH:14]2[CH2:15][NH2:16])[n:6]1.[c:24]1([C:34](=[O:35])[OH:36])[n:25][cH:26][cH:27][c:28]2[cH:29][cH:30][cH:31][cH:32][c:33]12>>[NH2:1][c:2]1[s:3][c:4](-[c:17]2[cH:18][c:19]([F:23])[cH:20][cH:21][cH:22]2)[c:5]([C:7](=[O:8])[N:9]2[CH:10]3[CH2:11][CH:12]3[CH2:13][CH:14]2[CH2:15][NH:16][C:34]([c:24]2[n:25][cH:26][cH:27][c:28]3[cH:29][cH:30][cH:31][cH:32][c:33]23)=[O:35])[n:6]1. Reactants: C(CCC\C=C/CC)=O ((Z)-oct-5-enal), (ethylenediamine)[1,2-bis(diphenylphosphino)ethane]ruthenium. Solvent: CCCCCCC (heptane). Conditions: temperature 80 celsius. The product is C(CCC\C=C/CC)O ((Z)-oct-5-en-1-ol). RXN SMILES: [CH:1](=[O:9])[CH2:2][CH2:3][CH2:4]/[CH:5]=[CH:6]\[CH2:7][CH3:8]>CCCCCCC>[CH2:1]([OH:9])[CH2:2][CH2:3][CH2:4]/[CH:5]=[CH:6]\[CH2:7][CH3:8]. Procedure: (Z)-oct-5-enal (63 g, 0.5 mol.), heptane (63 g, 100 wt. %, technical grade), and (ethylenediamine)[1,2-bis(diphenylphosphino)ethane]ruthenium[bis((adamantane-1-carboxylate)] (45.9 mg, 0.05 mmol, 0.01 mol.%) were loaded altogether in a 300 ml autoclave equipped with a mechanical stirring device. Sealed autoclave was then purged under stirring with nitrogen (3 times 5 bars) and hydrogen (3 times 5 bars) before being pressurized to 20 bars hydrogen. It was then heated to 80° C. and hydrogen pressur... The reactants are COC=1C=C(C=C(C1OCOCCOC)OC)C=CC(=O)N1CCN(CC1)CCOC(C1=CC=CC=C1)C1=CC=CC=C1 (N-[3[3,5-dimethoxy-4-(β-methoxyethoxymethoxy)phenyl]-2-propenoyl]-N'-(2-benzhydroxyethyl) piperazine), O.C1(=CC=C(C=C1)S(=O)(=O)O)C (p-toluenesulfonic acid monohydrate), C([O-])([O-])=O.[Na+].[Na+] (sodium carbonate). Run in O (water), CO (methanol). The product is COC=1C=C(C=C(C1O)OC)C=CC(=O)N1CCN(CC1)CCOC(C1=CC=CC=C1)C1=CC=CC=C1 (N-[3-(3,5-dimethoxy-4-hydroxyphenyl) -2-propenoyl]-N'-(2-benzhydroxyethyl) piperazine). Isolated yield 75.0%. RXN SMILES: [CH3:1][O:2][C:3]1[CH:4]=[C:5]([CH:18]=[CH:19][C:20]([N:22]2[CH2:27][CH2:26][N:25]([CH2:28][CH2:29][O:30][CH:31]([C:38]3[CH:43]=[CH:42][CH:41]=[CH:40][CH:39]=3)[C:32]3[CH:37]=[CH:36][CH:35]=[CH:34][CH:33]=3)[CH2:24][CH2:23]2)=[O:21])[CH:6]=[C:7]([O:16][CH3:17])[C:8]=1[O:9]COCCOC.O.C1(C)C=CC(S(O)(=O)=O)=CC=1.C(=O)([O-])[O-].[Na+].[Na+]>CO.O>[CH3:1][O:2][C:3]1[CH:4]=[C:5]([CH:18]=[CH:19][C:20]([N:22]2[CH2:27][CH2:26][N:25]([CH2:28][CH2:29][O:30][CH:31]([C:38]3[CH:43]=[CH:42][CH:41]=[CH:40][CH:39]=3)[C:32]3[CH:37]=[CH:36][CH:35]=[CH:34][CH:33]=3)[CH2:24][CH2:23]2)=[O:21])[CH:6]=[C:7]([O:16][CH3:17])[C:8]=1[OH:9] |f:1.2,3.4.5|. Procedure: To a solution of 588 mg (0.995 mmol) of the amide compound in methanol (10 ml) was added 190 mg (0.999 mmol) of p-toluenesulfonic acid monohydrate, and the mixture was refluxed for 1 hour. The reaction mixture was diluted with water and adjusted to a pH value of 10 by the addition of aqueous solution of sodium carbonate and then extracted with ethyl acetate. The organic layer was washed with water and concentrated by evaporation under reduced pressure, The residue was subjected to Sephadex colum...